This data is from the Open Reaction Database (ORD), a public repository of structured organic reaction records. The task is: describe an organic reaction: reactants, conditions, products, and yield Starting materials: [Br-], [Br-], [Br-], CCCC[N+](CCCC)(CCCC)CCCC, CCCC[N+](CCCC)(CCCC)CCCC, CCCC[N+](CCCC)(CCCC)CCCC, Cc1ccc2c(c1)N(C(C)C)CCC2, ClCCl. Yields the product Cc1cc2c(cc1Br)CCCN2C(C)C. As a reaction SMILES: [Br-:15].[Br-:16].[Br-:17].[CH2:18]([N+:19]([CH2:20][CH2:21][CH2:22][CH3:23])([CH2:24][CH2:25][CH2:26][CH3:27])[CH2:28][CH2:29][CH2:30][CH3:31])[CH2:32][CH2:33][CH3:34].[CH2:35]([N+:36]([CH2:37][CH2:38][CH2:39][CH3:40])([CH2:41][CH2:42][CH2:43][CH3:44])[CH2:45][CH2:46][CH2:47][CH3:48])[CH2:49][CH2:50][CH3:51].[CH2:52]([N+:53]([CH2:54][CH2:55][CH2:56][CH3:57])([CH2:58][CH2:59][CH2:60][CH3:61])[CH2:62][CH2:63][CH2:64][CH3:65])[CH2:66][CH2:67][CH3:68].[CH:1]([CH3:2])([CH3:3])[N:4]1[CH2:5][CH2:6][CH2:7][c:8]2[cH:9][cH:10][c:11]([CH3:14])[cH:12][c:13]21.[Cl:69][CH2:70][Cl:71]>>[CH:1]([CH3:2])([CH3:3])[N:4]1[CH2:5][CH2:6][CH2:7][c:8]2[cH:9][c:10]([Br:15])[c:11]([CH3:14])[cH:12][c:13]21. The reactants are [N+](=[N-])=C (diazomethane), C(C1=CC=CC=C1)(=O)C1=CC=C2N1CCCC2C(=O)O (3-benzoyl-5,6,7,8-tetrahydropyrrolo[1,2-a]pyridine-8-carboxylic acid). The solvent is ClCCl (dichloromethane). Product: C(C1=CC=CC=C1)(=O)C1=CC=C2N1CCCC2C(=O)OC (methyl 3-benzoyl-5,6,7,8-tetrahydropyrrolo[1,2-a]pyridine-8-carboxylate). RXN SMILES: [C:1]([C:9]1[N:13]2[CH2:14][CH2:15][CH2:16][CH:17]([C:18]([OH:20])=[O:19])[C:12]2=[CH:11][CH:10]=1)(=[O:8])[C:2]1[CH:7]=[CH:6][CH:5]=[CH:4][CH:3]=1.[N+](=[CH2:23])=[N-]>ClCCl>[C:1]([C:9]1[N:13]2[CH2:14][CH2:15][CH2:16][CH:17]([C:18]([O:20][CH3:23])=[O:19])[C:12]2=[CH:11][CH:10]=1)(=[O:8])[C:2]1[CH:7]=[CH:6][CH:5]=[CH:4][CH:3]=1. Reported procedure: A solution of 269 mg. of 3-benzoyl-5,6,7,8-tetrahydropyrrolo[1,2-a]pyridine-8-carboxylic acid in 10 ml. of dichloromethane is treated with an excess of ethereal diazomethane, and the reaction mixture is maintained at room temperature for 30 minutes. The solvents and excess reagent are eliminated under reduced pressure and the residue crystallized from ethyl acetate-methanol, to yield methyl 3-benzoyl-5,6,7,8-tetrahydropyrrolo[1,2-a]pyridine-8-carboxylate. The reactants are CCOC(=O)COc1ccc2c(-c3c(-c4ccccn4)nn4c3CCC4)ccnc2c1, CO, [Li+], [OH-]. The product is O=C(O)COc1ccc2c(-c3c(-c4ccccn4)nn4c3CCC4)ccnc2c1. Reaction SMILES: [CH2:1]([CH3:2])[O:3][C:4]([CH2:5][O:6][c:7]1[cH:8][cH:9][c:10]2[c:11](-[c:17]3[c:18]4[n:19]([n:20][c:21]3-[c:22]3[n:23][cH:24][cH:25][cH:26][cH:27]3)[CH2:28][CH2:29][CH2:30]4)[cH:12][cH:13][n:14][c:15]2[cH:16]1)=[O:31].[CH3:34][OH:35].[Li+:32].[OH-:33]>>[O:3]=[C:4]([CH2:5][O:6][c:7]1[cH:8][cH:9][c:10]2[c:11](-[c:17]3[c:18]4[n:19]([n:20][c:21]3-[c:22]3[n:23][cH:24][cH:25][cH:26][cH:27]3)[CH2:28][CH2:29][CH2:30]4)[cH:12][cH:13][n:14][c:15]2[cH:16]1)[OH:31]. Starting materials: [Si](C1=CC=CC=C1)(C1=CC=CC=C1)(C(C)(C)C)OC1CC(C1)=CC#N ((3-[tert-Butyl(diphenyl)silyl]oxycyclobutylidene)acetonitrile), 425.4, N1N=CC(=C1)C=1C2=C(N=CN1)N(C=C2)COCC[Si](C)(C)C (4-(1H-pyrazol-4-yl)-7-[2-(trimethylsilyl)ethoxy]methyl-7H-pyrrolo[2,3-d]pyrimidine), N12CCCCCC2=NCCC1 (1,8-diazabicyclo[5.4.0]undec-7-ene). Solvent: C(C)#N (acetonitrile). Conditions: temperature 50 celsius. The product is OC1CC(C1)(N1N=CC(=C1)C1=C2C(NC=N1)=NC=C2)CC#N ({3-Hydroxy-1-[4-(1H-pyrrolo[2,3-d]pyrimidin-4-yl)-1H-pyrazol-1-yl]cyclobutyl}acetonitrile). Reaction SMILES: [Si]([O:18][CH:19]1[CH2:22][C:21](=[CH:23][C:24]#[N:25])[CH2:20]1)(C(C)(C)C)(C1C=CC=CC=1)C1C=CC=CC=1.[NH:26]1[CH:30]=[C:29]([C:31]2[C:32]3[CH:39]=[CH:38][N:37](COCC[Si](C)(C)C)[C:33]=3[N:34]=[CH:35][N:36]=2)[CH:28]=[N:27]1.N12CCCN=C1CCCCC2>C(#N)C>[OH:18][CH:19]1[CH2:20][C:21]([CH2:23][C:24]#[N:25])([N:26]2[CH:30]=[C:29]([C:31]3[N:36]=[CH:35][NH:34][C:33]4=[N:37][CH:38]=[CH:39][C:32]=34)[CH:28]=[N:27]2)[CH2:22]1. Procedure details: (3-[tert-Butyl(diphenyl)silyl]oxycyclobutylidene)acetonitrile (0.15 g, 0.00043 mol) was combined with 4-(1H-pyrazol-4-yl)-7-[2-(trimethylsilyl)ethoxy]methyl-7H-pyrrolo[2,3-d]pyrimidine (0.14 g, 0.00043 mol) in acetonitrile (5 mL) and 1,8-diazabicyclo[5.4.0]undec-7-ene (0.064 mL, 0.00043 mol) was added under nitrogen. The mixture was heated to 50° C. over night. LCMS showed a peak with m/z of 425.4, indicating a de-silyl reaction occurred simultaneously during the Micheal addition. The reaction w...